Dataset: the Open Reaction Database (ORD), a public repository of structured organic reaction records. Task: describe an organic reaction: reactants, conditions, products, and yield Starting materials: CC1CO1, [Li]CCCC, C1CCOC1, c1ccoc1. Reaction SMILES: [CH2:11]1[CH:12]([CH3:13])[O:14]1.[CH2:6]([Li:7])[CH2:8][CH2:9][CH3:10].[O:15]1[CH2:16][CH2:17][CH2:18][CH2:19]1.[cH:1]1[cH:2][cH:3][o:4][cH:5]1>>[cH:1]1[cH:2][c:3]([CH2:11][CH:12]([CH3:13])[OH:14])[o:4][cH:5]1. The product is CC(O)Cc1ccco1. The reactants are COCO[C@@H]1CC(=C[C@H]2O[C@@H]12)C(=O)OC ((1R,5R,6S)-methyl 5-(methoxymethoxy)-7-oxabicyclo[4.1.0]hept-2-ene-3-carboxylate), CCOC(=O)C (EtOAc). Reagents/catalysts: OS(=O)(=O)O (H2SO4). The solvent is C1CCOC1.O (THF H2O). Run at temperature 25 celsius, time 2 hour. Product: OC1C=C(C[C@H]([C@H]1O)OCOC)C(=O)OC ((4S,5R)-methyl 3,4-dihydroxy-5-(methoxymethoxy)cyclohex-1-enecarboxylate). Isolated yield 96.0%. RXN SMILES: [CH3:1][O:2][CH2:3][O:4][C@H:5]1[C@H:11]2[C@H:9]([O:10]2)[CH:8]=[C:7]([C:12]([O:14][CH3:15])=[O:13])[CH2:6]1.CC[O:18]C(C)=O>C1COCC1.O.OS(O)(=O)=O>[OH:18][CH:9]1[C@H:11]([OH:10])[C@H:5]([O:4][CH2:3][O:2][CH3:1])[CH2:6][C:7]([C:12]([O:14][CH3:15])=[O:13])=[CH:8]1 |f:2.3|. Procedure: To a well stirred solution of compound 14 (107 mg, 0.5 mmol) in THF/H2O (3:1), concentrated H2SO4 (5 drops) was added. The reaction was stirred for 2 h at 25° C. After the completion of reaction (monitored by TLC), the reaction mixture was diluted with excess of EtOAc 20 mL The organic layer is further washed with H2O, brine, dried over anhydrous Na2SO4. Removal of solvent under reduced pressure gave crude product which on chromatographic purification with petroleum ether/ethyl acetate (2:8 v/v)... Reactants: OC1=CC=C(C=2C(C3=C(C=CC(=C3C(C12)=O)NCCNCCO)NCCNCCO)=O)O (1,4-dihydroxy-5,8-bis[[2-(2-hydroxyethylamino)ethyl]amino]anthraquinone), CN(C1=CC=C(C=O)C=C1)C (p-dimethylaminobenzaldehyde). The solvent is C1(=CC=CC=C1)C (toluene). The product is CN(C1=CC=C(C=C1)C1OCCN1CCNC1=CC=C(C=2C(C3=C(C=CC(=C3C(C12)=O)O)O)=O)NCCN1C(OCC1)C1=CC=C(C=C1)N(C)C)C (1,4-Bis[[2-[2-[4-(dimethylamino)phenyl]-3-oxazolidinyl]ethyl]amino]-5,8-dihydroxyanthraquinone). Reaction SMILES: [OH:1][C:2]1[C:15]2[C:14](=[O:16])[C:13]3[C:8](=[C:9]([NH:24][CH2:25][CH2:26][NH:27][CH2:28][CH2:29][OH:30])[CH:10]=[CH:11][C:12]=3[NH:17][CH2:18][CH2:19][NH:20][CH2:21][CH2:22][OH:23])[C:7](=[O:31])[C:6]=2[C:5]([OH:32])=[CH:4][CH:3]=1.[CH3:33][N:34]([CH3:43])[C:35]1[CH:42]=[CH:41][C:38]([CH:39]=O)=[CH:37][CH:36]=1>C1(C)C=CC=CC=1>[CH3:33][N:34]([CH3:43])[C:35]1[CH:42]=[CH:41][C:38]([CH:39]2[N:27]([CH2:26][CH2:25][NH:24][C:9]3[C:8]4[C:7](=[O:31])[C:6]5[C:15](=[C:2]([OH:1])[CH:3]=[CH:4][C:5]=5[OH:32])[C:14](=[O:16])[C:13]=4[C:12]([NH:17][CH2:18][CH2:19][N:20]4[CH2:21][CH2:22][O:23][CH:39]4[C:38]4[CH:41]=[CH:42][C:35]([N:34]([CH3:43])[CH3:33])=[CH:36][CH:37]=4)=[CH:11][CH:10]=3)[CH2:28][CH2:29][O:30]2)=[CH:37][CH:36]=1. Reported procedure: A suspension of 3.11 g. of 1,4-dihydroxy-5,8-bis[[2-(2-hydroxyethylamino)ethyl]amino]anthraquinone [prepared as described in Example 1(A)] in 60 ml. of toluene containing 3.13 g. of p-dimethylaminobenzaldehyde is stirred and heated at reflux for 5 hours by the procedure of Example 1(B). The hot reaction solution is filtered and is allowed to stand for several days. The crystallized product is collected by filtration and washed with toluene to yield 4.34 g. of the product of the Example as dark-b... Reactants: ClC1=C2N=CN(C2=NC(=N1)C)C1OCCCC1 (6-Chloro-2-methyl-9-(tetrahydro-2H-pyran-2-yl)-9H-purine), O (water), FC1=NC=C(C=C1B(O)O)C=C (2-fluoro-5-vinylpyridin-3-ylboronic acid), C(C)(=O)[O-].[K+] (potassium acetate). Reagents/catalysts: C(C)(C)(C)P(C1=CC=C(C=C1)N(C)C)(C(C)(C)C)[Pd](Cl)(Cl)P(C(C)(C)C)(C(C)(C)C)C1=CC=C(C=C1)N(C)C (bis(di-tert-butyl(4-dimethylaminophenyl)phosphino)dichloropalladium). Solvent: C(C)O (ethanol). Reaction conditions: temperature 80 celsius, time 1 hour. Yields the product FC1=NC=C(C=C1C1=C2N=CN(C2=NC(=N1)C)C1OCCCC1)C=C (6-(2-fluoro-5-vinylpyridin-3-yl)-2-methyl-9-(tetrahydro-2H-pyran-2-yl)-9H-purine). RXN SMILES: Cl[C:2]1[N:10]=[C:9]([CH3:11])[N:8]=[C:7]2[C:3]=1[N:4]=[CH:5][N:6]2[CH:12]1[CH2:17][CH2:16][CH2:15][CH2:14][O:13]1.[F:18][C:19]1[C:24](B(O)O)=[CH:23][C:22]([CH:28]=[CH2:29])=[CH:21][N:20]=1.C([O-])(=O)C.[K+].O>C(O)C.C(P([Pd](P(C1C=CC(N(C)C)=CC=1)(C(C)(C)C)C(C)(C)C)(Cl)Cl)(C(C)(C)C)C1C=CC(N(C)C)=CC=1)(C)(C)C>[F:18][C:19]1[C:24]([C:2]2[N:10]=[C:9]([CH3:11])[N:8]=[C:7]3[C:3]=2[N:4]=[CH:5][N:6]3[CH:12]2[CH2:17][CH2:16][CH2:15][CH2:14][O:13]2)=[CH:23][C:22]([CH:28]=[CH2:29])=[CH:21][N:20]=1 |f:2.3|. Procedure: 6-Chloro-2-methyl-9-(tetrahydro-2H-pyran-2-yl)-9H-purine (984 mg, 3.89 mmol), 2-fluoro-5-vinylpyridin-3-ylboronic acid (882 mg, 5.28 mmol), bis(di-tert-butyl(4-dimethylaminophenyl)phosphino)dichloropalladium (138 mg, 0.195 mmol), and potassium acetate (1.212 g, 12.35 mmol) were suspended in ethanol (12.0 mL) and water (2.4 mL) and the flask was fitted with a reflux condenser and nitrogen was bubbled through the suspension for about 15 seconds. Then, the flask was put in a preheated oil bath (80°... The reactants are CC(=O)O, CC(=O)O, NCCN, CO, O=Cc1ccc(-c2cccc(C(F)(F)F)c2)o1, [Na+], O=C(O)c1ccccc1NN1C(=O)CSC1=S, O=S([O-])O. Product: O=C(O)c1ccccc1NN1C(=O)C(=Cc2ccc(-c3cccc(C(F)(F)F)c3)o2)SC1=S. Reaction SMILES: [C:35]([OH:36])(=[O:37])[CH3:38].[C:39]([OH:40])(=[O:41])[CH3:42].[CH2:43]([NH2:44])[CH2:45][NH2:46].[CH3:52][OH:53].[F:18][C:19]([c:20]1[cH:21][c:22](-[c:26]2[cH:27][cH:28][c:29]([CH:31]=[O:32])[o:30]2)[cH:23][cH:24][cH:25]1)([F:33])[F:34].[Na+:47].[O:1]=[C:2]1[N:3]([NH:8][c:9]2[c:10]([C:11](=[O:12])[OH:13])[cH:14][cH:15][cH:16][cH:17]2)[C:4](=[S:7])[S:5][CH2:6]1.[OH:48][S:49](=[O:50])[O-:51]>>[O:1]=[C:2]1[N:3]([NH:8][c:9]2[c:10]([C:11](=[O:12])[OH:13])[cH:14][cH:15][cH:16][cH:17]2)[C:4](=[S:7])[S:5][C:6]1=[CH:31][c:29]1[cH:28][cH:27][c:26](-[c:22]2[cH:21][c:20]([C:19]([F:18])([F:33])[F:34])[cH:25][cH:24][cH:23]2)[o:30]1. Starting materials: CCCCCCCCC(O)CCCCCOCc1ccccc1, CO. The product is CCCCCCCCC(O)CCCCCO. Reaction SMILES: [CH2:1]([c:2]1[cH:3][cH:4][cH:5][cH:6][cH:7]1)[O:8][CH2:9][CH2:10][CH2:11][CH2:12][CH2:13][CH:14]([CH2:15][CH2:16][CH2:17][CH2:18][CH2:19][CH2:20][CH2:21][CH3:22])[OH:23].[CH3:24][OH:25]>>[OH:8][CH2:9][CH2:10][CH2:11][CH2:12][CH2:13][CH:14]([CH2:15][CH2:16][CH2:17][CH2:18][CH2:19][CH2:20][CH2:21][CH3:22])[OH:23].